From a dataset of the Open Reaction Database (ORD), a public repository of structured organic reaction records. describe an organic reaction: reactants, conditions, products, and yield The reactants are Cl (hydrochloric acid), BrC=1C=C(C#N)C=C(C1)F (3-bromo-5-fluorobenzonitrile), C[S-].[Na+] (sodium methanethiolate), C(C)(C)N(C(C)C)CC (N,N-diisopropylethylamine). The reagents and catalysts are C=1C=CC(=CC1)/C=C/C(=O)/C=C/C2=CC=CC=C2.C=1C=CC(=CC1)/C=C/C(=O)/C=C/C2=CC=CC=C2.C=1C=CC(=CC1)/C=C/C(=O)/C=C/C2=CC=CC=C2.[Pd].[Pd] (Pd2(dba)3), CC1(C2=C(C(=CC=C2)P(C3=CC=CC=C3)C4=CC=CC=C4)OC5=C(C=CC=C51)P(C6=CC=CC=C6)C7=CC=CC=C7)C (Xantphos). Run in C1(=CC=CC=C1)C (toluene). The product is FC=1C=C(C#N)C=C(C1)SC (3-fluoro-5-(methylsulfanyl)benzonitrile). Yield: 74.2%. RXN SMILES: Br[C:2]1[CH:3]=[C:4]([CH:7]=[C:8]([F:10])[CH:9]=1)[C:5]#[N:6].[CH3:11][S-:12].[Na+].C(N(CC)C(C)C)(C)C.Cl>C1(C)C=CC=CC=1.C1C=CC(/C=C/C(/C=C/C2C=CC=CC=2)=O)=CC=1.C1C=CC(/C=C/C(/C=C/C2C=CC=CC=2)=O)=CC=1.C1C=CC(/C=C/C(/C=C/C2C=CC=CC=2)=O)=CC=1.[Pd].[Pd].CC1(C)C2C(=C(P(C3C=CC=CC=3)C3C=CC=CC=3)C=CC=2)OC2C(P(C3C=CC=CC=3)C3C=CC=CC=3)=CC=CC1=2>[F:10][C:8]1[CH:7]=[C:4]([CH:3]=[C:2]([S:12][CH3:11])[CH:9]=1)[C:5]#[N:6] |f:1.2,6.7.8.9.10|. Procedure: (Step 1) A mixture of 3-bromo-5-fluorobenzonitrile (10.0 g), sodium methanethiolate (3.85 g), Pd2(dba)3 (229 mg), Xantphos (289 mg) and N,N-diisopropylethylamine (12.9 g) was stirred in toluene (100 ml) at 90° C. for 9 hr. The reaction mixture was treated with 1N hydrochloric acid, and extracted with ethyl acetate. The organic layer was washed with saturated brine, and dried over magnesium sulfate. The solvent was evaporated under reduced pressure. The residue was purified by silica gel column c... Reactants: N1(CCNCC1)C=1C=C(NC2CC2)C(=C(C1F)C)[N+](=O)[O-] (3-(1-piperazinyl)-4-fluoro-5-methyl-6-nitro-N-cyclopropylaniline), C(C)OC=C(C(=O)OCC)C(=O)OCC (diethyl ethoxymethylenemalonate). Reaction conditions: temperature 150 celsius. The product is C1(CC1)N(C1=CC(=C(C(=C1[N+](=O)[O-])C)F)N1CCNCC1)C=C(C(=O)OCC)C(=O)OCC (diethyl [N-cyclopropyl-N-[3-(1-piperazinyl)-4-fluoro-5-methyl-6-nitrophenyl]amino-methylene]malonate). RXN SMILES: [N:1]1([C:7]2[CH:8]=[C:9]([C:14]([N+:19]([O-:21])=[O:20])=[C:15]([CH3:18])[C:16]=2[F:17])[NH:10][CH:11]2[CH2:13][CH2:12]2)[CH2:6][CH2:5][NH:4][CH2:3][CH2:2]1.C(O[CH:25]=[C:26]([C:32]([O:34][CH2:35][CH3:36])=[O:33])[C:27]([O:29][CH2:30][CH3:31])=[O:28])C>>[CH:11]1([N:10]([CH:25]=[C:26]([C:27]([O:29][CH2:30][CH3:31])=[O:28])[C:32]([O:34][CH2:35][CH3:36])=[O:33])[C:9]2[C:14]([N+:19]([O-:21])=[O:20])=[C:15]([CH3:18])[C:16]([F:17])=[C:7]([N:1]3[CH2:6][CH2:5][NH:4][CH2:3][CH2:2]3)[CH:8]=2)[CH2:12][CH2:13]1. Procedure details: To 3-(1-piperazinyl)-4-fluoro-5-methyl-6-nitro-N-cyclopropylaniline (1.57 g) is added diethyl ethoxymethylenemalonate (1.45 ml) and the mixture is heated at 150° C. for 25 hours. After cooling, the reaction product is purified by silica-gel column-chromatography (dichloromethane:methanol=100:1) to give diethyl [N-cyclopropyl-N-[3-(1-piperazinyl)-4-fluoro-5-methyl-6-nitrophenyl]amino-methylene]malonate (1.50 g). The product is dissolved in acetic anhydride (7.9 ml) and thereto conc. sulfuric acid... As a reaction SMILES: [CH2:19]1[O:20][CH2:21][CH2:22][CH2:23]1.[CH:1]([CH3:2])([CH3:3])[N:4]1[CH2:5][CH2:6][C:7]2([CH2:8][NH:9][C:10](=[O:13])[CH2:11][O:12]2)[CH2:14][CH2:15]1.[F-:16].[Na+:17].[OH2:18]>>[CH:1]([CH3:2])([CH3:3])[N:4]1[CH2:5][CH2:6][C:7]2([CH2:8][NH:9][CH2:10][CH2:11][O:12]2)[CH2:14][CH2:15]1. The product is CC(C)N1CCC2(CC1)CNCCO2. Reactants: C1CCOC1, CC(C)N1CCC2(CC1)CNC(=O)CO2, [F-], [Na+], O. Reactants: [BH4-], Nc1ncc(Br)cc1[N+](=O)[O-], CC(C)(C)O, CCOC(C)=O, [Na+], O, O, Cl[Sn](Cl)(Cl)Cl. Product: Nc1cc(Br)cnc1N. RXN SMILES: [BH4-:25].[Br:1][c:2]1[cH:3][c:4]([N+:9]([O-:10])=[O:11])[c:5]([NH2:8])[n:6][cH:7]1.[C:27]([OH:28])([CH3:29])([CH3:30])[CH3:31].[CH3:12][CH2:13][O:14][C:15](=[O:16])[CH3:17].[Na+:26].[OH2:18].[OH2:19].[Sn:20]([Cl:21])([Cl:22])([Cl:23])[Cl:24]>>[Br:1][c:2]1[cH:3][c:4]([NH2:9])[c:5]([NH2:8])[n:6][cH:7]1. The reactants are OC=1C=C(C(=O)NNS(=O)(=O)NC(=O)N2C([C@H](C2)NC(OCC2=CC=CC=C2)=O)=O)C=CC1O ((S)-[1-[[[[2-(3,4-Dihydroxybenzoyl)hydrazino]sulfonyl]amino]carbonyl]-2-oxo-3-azetidinyl]carbamic acid, phenylmethyl ester), FC(C(=O)O)(F)F (trifluoroacetic acid), C1(=CC=CC=C1)SC (thioanisole). Run at time 8 hour. The product is FC(C(=O)O)(F)F.N[C@@H]1C(N(C1)C(=O)NS(=O)(=O)NNC(C1=CC(=C(C=C1)O)O)=O)=O ((S)-3-amino-N-[[2-(3,4-dihydroxybenzoyl)hydrazino]sulfonyl]-2-oxo-1-azetidinecarboxamide, trifluoroacetate salt). As a reaction SMILES: [OH:1][C:2]1[CH:3]=[C:4]([CH:31]=[CH:32][C:33]=1[OH:34])[C:5]([NH:7][NH:8][S:9]([NH:12][C:13]([N:15]1[CH2:18][C@H:17]([NH:19]C(=O)OCC2C=CC=CC=2)[C:16]1=[O:30])=[O:14])(=[O:11])=[O:10])=[O:6].[F:35][C:36]([F:41])([F:40])[C:37]([OH:39])=[O:38].C1(SC)C=CC=CC=1>>[F:35][C:36]([F:41])([F:40])[C:37]([OH:39])=[O:38].[NH2:19][C@H:17]1[CH2:18][N:15]([C:13]([NH:12][S:9]([NH:8][NH:7][C:5](=[O:6])[C:4]2[CH:31]=[CH:32][C:33]([OH:34])=[C:2]([OH:1])[CH:3]=2)(=[O:10])=[O:11])=[O:14])[C:16]1=[O:30] |f:3.4|. Reported procedure: (S)-[1-[[[[2-(3,4-Dihydroxybenzoyl)hydrazino]sulfonyl]amino]carbonyl]-2-oxo-3-azetidinyl]carbamic acid, phenylmethyl ester (0.8 g) was added to a mixture of 3 ml of trifluoroacetic acid and 0.75 ml of thioanisole and the mixture was stirred overnight at room temperature. The trifluoroacetic acid was removed in vacuo and the residue triturated with ether to yield 0.5 g of (S)-3-amino-N-[[2-(3,4-dihydroxybenzoyl)hydrazino]sulfonyl]-2-oxo-1-azetidinecarboxamide, trifluoroacetate salt. Starting materials: ClC1=CC=C(C=2N(C(=NC21)NC2=C(C=C(C=C2C)Cl)OC)CC(=O)OC(C)C)C(CC)CC (Isopropyl [4-chloro-2-[(4-chloro-2-methoxy-6-methylphenyl)amino]-7-(1-ethylpropyl)-1H-benzimidazol-1-yl]acetate), [OH-].[Na+] (sodium hydroxide), Cl (hydrochloric acid), O (Water). Solvent: CO (methanol). Run at time 15 hour. Yields the product ClC1=CC=C(C=2N(C(=NC21)NC2=C(C=C(C=C2C)Cl)OC)CC(=O)O)C(CC)CC ([4-Chloro-2-[(4-chloro-2-methoxy-6-methylphenyl)amino]-7-(1-ethylpropyl)-1H-benzimidazol-1-yl]acetic acid). Isolated yield 98.9%. As a reaction SMILES: [Cl:1][C:2]1[C:10]2[N:9]=[C:8]([NH:11][C:12]3[C:17]([CH3:18])=[CH:16][C:15]([Cl:19])=[CH:14][C:13]=3[O:20][CH3:21])[N:7]([CH2:22][C:23]([O:25]C(C)C)=[O:24])[C:6]=2[C:5]([CH:29]([CH2:32][CH3:33])[CH2:30][CH3:31])=[CH:4][CH:3]=1.[OH-].[Na+].O.Cl>CO>[Cl:1][C:2]1[C:10]2[N:9]=[C:8]([NH:11][C:12]3[C:17]([CH3:18])=[CH:16][C:15]([Cl:19])=[CH:14][C:13]=3[O:20][CH3:21])[N:7]([CH2:22][C:23]([OH:25])=[O:24])[C:6]=2[C:5]([CH:29]([CH2:32][CH3:33])[CH2:30][CH3:31])=[CH:4][CH:3]=1 |f:1.2|. Procedure: To a solution of isopropyl [4-chloro-2-[(4-chloro-2-methoxy-6-methylphenyl)amino]-7-(1-ethylpropyl)-1H-benzimidazol-1-yl]acetate (Reference Example 11; 861 mg, 1.75 mmol) in methanol (5 mL) was added 8N aqueous sodium hydroxide (1.5 mL), and the mixture was stirred at room temperature for 15 hr. Water was added to the reaction mixture, followed by neutralization with 6N hydrochloric acid. The mixture was concentrated in vacuo, and the residue was dissolved in methanol. The precipitate was remove... Starting materials: COC=1C=C(C=CC1)NC1=C(C=NC2=C(C=C(C=C12)S(=O)(=O)C1=CC(=CC=C1)C(NCCCCCCCC=O)=O)C)C(=O)N (4-[(3-Methoxyphenyl)amino]-8-methyl-6-[[3-[(8-oxooctyl)carbamoyl]phenyl]sulfonyl]quinoline-3-carboxamide), OCCCCCCN1CCN(CC1)C(=O)C=1C=C(C=CC1)S(=O)(=O)C=1C=C2C(=C(C=NC2=C(C1)C)C(=O)N)NC1=CC(=CC=C1)OC (6-((3-(4-(6-hydroxyhexyl)piperazine-1-carbonyl)phenyl)sulfonyl)-4-((3-methoxyphenyl)amino)-8-methylquinoline-3-carboxamide), C35H40N5O6S. The product is COC=1C=C(C=CC1)NC1=C(C=NC2=C(C=C(C=C12)S(=O)(=O)C1=CC(=CC=C1)C(=O)N1CCN(CC1)CCCCCC=O)C)C(=O)N (4-((3-methoxyphenyl)amino)-8-methyl-6-((3-(4-(6-oxohexyl)piperazine-1-carbonyl)phenyl)sulfonyl)quinoline-3-carboxamide). As a reaction SMILES: COC1C=C(NC2C3C(=C(C)C=C(S(C4C=CC=C(C(=O)NCCCCCCCC=O)C=4)(=O)=O)C=3)N=CC=2C(N)=O)C=CC=1.[OH:45][CH2:46][CH2:47][CH2:48][CH2:49][CH2:50][CH2:51][N:52]1[CH2:57][CH2:56][N:55]([C:58]([C:60]2[CH:61]=[C:62]([S:66]([C:69]3[CH:70]=[C:71]4[C:76](=[C:77]([CH3:79])[CH:78]=3)[N:75]=[CH:74][C:73]([C:80]([NH2:82])=[O:81])=[C:72]4[NH:83][C:84]3[CH:89]=[CH:88][CH:87]=[C:86]([O:90][CH3:91])[CH:85]=3)(=[O:68])=[O:67])[CH:63]=[CH:64][CH:65]=2)=[O:59])[CH2:54][CH2:53]1>>[CH3:91][O:90][C:86]1[CH:85]=[C:84]([NH:83][C:72]2[C:71]3[C:76](=[C:77]([CH3:79])[CH:78]=[C:69]([S:66]([C:62]4[CH:63]=[CH:64][CH:65]=[C:60]([C:58]([N:55]5[CH2:56][CH2:57][N:52]([CH2:51][CH2:50][CH2:49][CH2:48][CH2:47][CH:46]=[O:45])[CH2:53][CH2:54]5)=[O:59])[CH:61]=4)(=[O:68])=[O:67])[CH:70]=3)[N:75]=[CH:74][C:73]=2[C:80]([NH2:82])=[O:81])[CH:89]=[CH:88][CH:87]=1. Procedure details: The title compound was synthesized in a manner analogous to that described for Intermediate 112, using Intermediate 89 as a substrate. ES/MS calcd. for C35H40N5O6S+ 658.3. Found m/z=658.3 (M+H)+. Starting materials: N(=[N+]=[N-])C[C@@H](O)C1=CC=CC=C1 ((S)-α-(Azidomethyl)benzenemethanol), ClC1=CC(=C(C#N)C=C1F)F (4-chloro-2,5-difluorobenzonitrile), [H-].[Na+] (sodium hydride), oil, O (water). Solvent: CN(C)C=O (DMF). The product is N(=[N+]=[N-])C[C@H](C1=CC=CC=C1)OC1=C(C#N)C=C(C(=C1)Cl)F (2-[[(1S)-2-Azido-1-phenylethyl]oxy]-4-chloro-5-fluorobenzonitrile). Yield: 69.8%. Reaction SMILES: [N:1]([CH2:4][C@H:5]([C:7]1[CH:12]=[CH:11][CH:10]=[CH:9][CH:8]=1)[OH:6])=[N+:2]=[N-:3].[Cl:13][C:14]1[C:21]([F:22])=[CH:20][C:17]([C:18]#[N:19])=[C:16](F)[CH:15]=1.[H-].[Na+].O>CN(C=O)C>[N:1]([CH2:4][C@@H:5]([O:6][C:16]1[CH:15]=[C:14]([Cl:13])[C:21]([F:22])=[CH:20][C:17]=1[C:18]#[N:19])[C:7]1[CH:12]=[CH:11][CH:10]=[CH:9][CH:8]=1)=[N+:2]=[N-:3] |f:2.3|. Procedure details: The product from step (a) (1.75 g) and 4-chloro-2,5-difluorobenzonitrile (1.86 g) in dry DMF (40 ml) were treated with 60% sodium hydride in mineral oil (470 mg) with stirring under nitrogen. The reaction mixture was stirred for 2.5 h, poured into water, and extracted with ethyl acetate. The extract was washed with water (5×) then brine and dried (MgSO4). The solvent was evaporated and the residue purified by chromatography (silica, 10% ether/isohexane as eluent) to give the sub-title compound (... The reactants are C1=CC=CC1 (cyclopentadiene), C(C)(C)C1C2(C(C=CC(O2)=O)=O)CC(CC1)C (7-isopropyl-10-methyl-oxaspiro(5,5)undec-3-ene-2,5-dione), C1=CC=CC1 (cyclopentadiene), C(C)(C)C1C2(C(C=CC(O2)=O)=O)CC(CC1)C (7-isopropyl-10-methyloxaspiro(5,5)undec-3-ene-2,5-dione). The reagents and catalysts are zirconia. Run in ClCCl (dichloromethane). Yields the product 2'-isopropyl-5'methylcyclohexane, CCC(CCC(CCC=CC)=O)=O (undec-9-ene-3,6 dione). The yield is 85.0%. Reaction SMILES: [CH:1]1[CH2:5][CH:4]=[CH:3][CH:2]=1.C([CH:9]1CCC(C)C[C:10]21[O:15][C:14](=O)[CH:13]=[CH:12][C:11]2=[O:17])(C)C>ClCCl>[CH3:9][CH2:10][C:11](=[O:17])[CH2:12][CH2:13][C:14](=[O:15])[CH2:1][CH2:5][CH:4]=[CH:3][CH3:2]. Reported procedure: In this example, D-A reaction of cyclopentadiene with 7-isopropyl-10-methyloxaspiro(5,5)undec-3-ene-2,5-dione is described. The procedure involves stirring of a mixture of 0.132 g of cyclopentadiene, 0.158 g of 7-isopropyl-10-methyl-oxaspiro(5,5)undec-3-ene-2,5-dione and 0.05 g of sulfated zirconia catalyst doped with scandia prepared according to the procedure similar to that of example 1 above, was stirred in 10 ml of dichloromethane at room temperature for 8 h. The catalyst was filtered off. ... Starting materials: CCOC(=O)C(Cc1ccc(OCc2ccccc2)c(C)c1)OC, CCOC(C)=O. The product is CCOC(=O)C(Cc1ccc(O)c(C)c1)OC. As a reaction SMILES: [CH2:1]([CH3:2])[O:3][C:4]([CH:5]([CH2:6][c:7]1[cH:8][c:9]([CH3:21])[c:10]([O:13][CH2:14][c:15]2[cH:16][cH:17][cH:18][cH:19][cH:20]2)[cH:11][cH:12]1)[O:22][CH3:23])=[O:24].[CH3:25][CH2:26][O:27][C:28](=[O:29])[CH3:30]>>[CH2:1]([CH3:2])[O:3][C:4]([CH:5]([CH2:6][c:7]1[cH:8][c:9]([CH3:21])[c:10]([OH:13])[cH:11][cH:12]1)[O:22][CH3:23])=[O:24].